From a dataset of the Open Reaction Database (ORD), a public repository of structured organic reaction records. describe an organic reaction: reactants, conditions, products, and yield The reactants are BrC1=CC=2N=C(NC(C2S1)=O)[C@H]1N(CC=CC1)C(=O)OC(C)(C)C (tert-Butyl (2S)-2-(6-bromo-4-oxo-3,4-dihydrothieno[3,2-d]pyrimidin-2-yl)-3,6-dihydropyridine-1(2H)-carboxylate). Run in CCCCCC.C(C)O (hexane ethanol). Product: BrC1=CC=2N=C(NC(C2S1)=O)[C@H]1N(CCCC1)C(=O)OC(C)(C)C (tert-Butyl (2S)-2-(6-bromo-4-oxo-3,4-dihydrothieno[3,2-d]pyrimidin-2-yl)piperidine-1-carboxylate), BrC1=CC=2N=C(NC(C2S1)=O)[C@@H]1N(CCCC1)C(=O)OC(C)(C)C (tert-butyl (2R)-2-(6-bromo-4-oxo-3,4-dihydrothieno[3,2-d]pyrimidin-2-yl)piperidine-1-carboxylate). Reaction SMILES: [Br:1][C:2]1[S:10][C:9]2[C:8](=[O:11])[NH:7][C:6]([C@@H:12]3[CH2:17][CH:16]=[CH:15][CH2:14][N:13]3[C:18]([O:20][C:21]([CH3:24])([CH3:23])[CH3:22])=[O:19])=[N:5][C:4]=2[CH:3]=1>CCCCCC.C(O)C>[Br:1][C:2]1[S:10][C:9]2[C:8](=[O:11])[NH:7][C:6]([C@@H:12]3[CH2:17][CH2:16][CH2:15][CH2:14][N:13]3[C:18]([O:20][C:21]([CH3:24])([CH3:23])[CH3:22])=[O:19])=[N:5][C:4]=2[CH:3]=1.[Br:1][C:2]1[S:10][C:9]2[C:8](=[O:11])[NH:7][C:6]([C@H:12]3[CH2:17][CH2:16][CH2:15][CH2:14][N:13]3[C:18]([O:20][C:21]([CH3:24])([CH3:23])[CH3:22])=[O:19])=[N:5][C:4]=2[CH:3]=1 |f:1.2|. Reported procedure: tert-Butyl (2S)-2-(6-bromo-4-oxo-3,4-dihydrothieno[3,2-d]pyrimidin-2-yl)-3,6-dihydropyridine-1(2H)-carboxylate (0.86 g, 51.1% ee) was fractionated by high performance liquid chromatography (column: CHIRALPAK IC (50 mm i.d.×500 mm L, manufactured by DAICEL CHEMICAL INDUSTRIES, LTD.), mobile phase: hexane/ethanol (900/100), flow rate: 80 mL/min, column temperature: 30° C.). tert-Butyl (2S)-2-(6-bromo-4-oxo-3,4-dihydrothieno[3,2-d]pyrimidin-2-yl)piperidine-1-carboxylate (0.54 g, 99.8% ee, retention... The reactants are C(C)OC(=O)C=1N=CC=2NC3=CC=CC(=C3C2C1COC)O (5-hydroxy-4-methoxymethyl-β-carboline-3-carboxylic acid ethyl ester), C([O-])([O-])=O.[K+].[K+] (potassium carbonate), FC=1C=C(CCl)C=CC1 (3-fluorobenzyl chloride). The solvent is C(C)O (ethanol). Product: C(C)OC(=O)C=1N=CC=2NC3=CC=CC(=C3C2C1COC)OCC1=CC(=CC=C1)F (5-(3-fluorobenzyloxy)-4-methoxymethyl-β-carboline-3-carboxylic acid ethyl ester). The yield is 40.9%. RXN SMILES: [CH2:1]([O:3][C:4]([C:6]1[N:7]=[CH:8][C:9]2[NH:10][C:11]3[C:16]([C:17]=2[C:18]=1[CH2:19][O:20][CH3:21])=[C:15]([OH:22])[CH:14]=[CH:13][CH:12]=3)=[O:5])[CH3:2].C(=O)([O-])[O-].[K+].[K+].[F:29][C:30]1[CH:31]=[C:32]([CH:35]=[CH:36][CH:37]=1)[CH2:33]Cl>C(O)C>[CH2:1]([O:3][C:4]([C:6]1[N:7]=[CH:8][C:9]2[NH:10][C:11]3[C:16]([C:17]=2[C:18]=1[CH2:19][O:20][CH3:21])=[C:15]([O:22][CH2:33][C:32]1[CH:35]=[CH:36][CH:37]=[C:30]([F:29])[CH:31]=1)[CH:14]=[CH:13][CH:12]=3)=[O:5])[CH3:2] |f:1.2.3|. Procedure details: Under a nitrogen atmosphere, 0.3 g of 5-hydroxy-4-methoxymethyl-β-carboline-3-carboxylic acid ethyl ester is refluxed for 4 hours in 60 ml of ethanol with 0.3 g of potassium carbonate and 0.174 g of 3-fluorobenzyl chloride. After filtration and concentration under vacuum, the residue is chromatographed over silica gel (methylene chloride +ethanol/1000+25), thus obtaining 0.167 g of 5-(3-fluorobenzyloxy)-4-methoxymethyl-β-carboline-3-carboxylic acid ethyl ester, mp 188.0° C. Reactants: CCC(NC(=O)C1CCCC1)C(=O)O, CCOC(=O)C(=O)Cl, C1CCOC1, O, c1ccncc1. Product: CCOC(=O)C(=O)C(CC)NC(=O)C1CCCC1. Reaction SMILES: [CH:1]1([C:6](=[O:7])[NH:8][CH:9]([C:10](=[O:11])[OH:12])[CH2:13][CH3:14])[CH2:2][CH2:3][CH2:4][CH2:5]1.[Cl:21][C:22]([C:23](=[O:24])[O:25][CH2:26][CH3:27])=[O:28].[O:30]1[CH2:31][CH2:32][CH2:33][CH2:34]1.[OH2:29].[cH:15]1[cH:16][cH:17][n:18][cH:19][cH:20]1>>[CH:1]1([C:6](=[O:7])[NH:8][CH:9]([C:10](=[O:12])[C:23](=[O:24])[O:25][CH2:26][CH3:27])[CH2:13][CH3:14])[CH2:2][CH2:3][CH2:4][CH2:5]1. Reactants: CC(=O)OCC1OC(OC(C)=O)C(N=C=S)C(OC(C)=O)C1OC(C)=O, CC#N, NCC(F)(F)F. Yields the product CC(=O)OCC1OC(OC(C)=O)C(NC(=S)NCC(F)(F)F)C(OC(C)=O)C1OC(C)=O. As a reaction SMILES: [C:1]([CH3:2])(=[O:3])[O:4][CH:5]1[O:6][CH:7]([CH2:22][O:23][C:24]([CH3:25])=[O:26])[CH:8]([O:18][C:19]([CH3:20])=[O:21])[CH:9]([O:14][C:15]([CH3:16])=[O:17])[CH:10]1[N:11]=[C:12]=[S:13].[CH3:33][C:34]#[N:35].[F:27][C:28]([CH2:29][NH2:30])([F:31])[F:32]>>[C:1]([CH3:2])(=[O:3])[O:4][CH:5]1[O:6][CH:7]([CH2:22][O:23][C:24]([CH3:25])=[O:26])[CH:8]([O:18][C:19]([CH3:20])=[O:21])[CH:9]([O:14][C:15]([CH3:16])=[O:17])[CH:10]1[NH:11][C:12](=[S:13])[NH:30][CH2:29][C:28]([F:27])([F:31])[F:32]. Reactants: COC(=O)C1=CC=C(C2=CC=CC=C12)C (4-methyl-naphthalene-1-carboxylic acid methyl ester), BrNC(CCC(=O)N)=O (N-bromosuccinamide), CCOC(=O)C (EtOAc). The reagents and catalysts are CC(C)(C#N)N=NC(C)(C)C#N (AIBN). Solvent: CCCCCC (hexane), C(Cl)(Cl)(Cl)Cl (CCl4). The product is COC(=O)C1=CC=C(C2=CC=CC=C12)CBr (4-Bromomethyl-naphthalene-1-carboxylic acid methyl ester). Yield: 69.4%. As a reaction SMILES: [CH3:1][O:2][C:3]([C:5]1[C:14]2[C:9](=[CH:10][CH:11]=[CH:12][CH:13]=2)[C:8]([CH3:15])=[CH:7][CH:6]=1)=[O:4].[Br:16]NC(=O)CCC(N)=O.CCOC(C)=O>C(Cl)(Cl)(Cl)Cl.CCCCCC.CC(N=NC(C#N)(C)C)(C#N)C>[CH3:1][O:2][C:3]([C:5]1[C:14]2[C:9](=[CH:10][CH:11]=[CH:12][CH:13]=2)[C:8]([CH2:15][Br:16])=[CH:7][CH:6]=1)=[O:4]. Reported procedure: To a stirred solution of 4-methyl-naphthalene-1-carboxylic acid methyl ester (Preparation 50, 10.85 g, 54.18 mmol) in CCl4 (500 mL) was added N-bromosuccinamide (9.93 gm, 55.81 mmol) followed by AIBN (0.1 g, 0.612 mmol) at room temperature. Resulting reaction mixture was refluxed for 3 hours. Progress of reaction was monitored by TLC using 5% EtOAc in hexane. Rf of new spot and starting material was 0.8 and 0.7 respectively. After consumption of starting material, reaction mixture was concentrat... Reactants: O1C(=CC2=C1C=CC=C2)CC(=O)O (Benzofuran-2-acetic acid), CO (methanol), S(O)(O)(=O)=O (sulfuric acid). Yields the product O1C(=CC2=C1C=CC=C2)CC(=O)OC (Methyl benzofuran-2-acetate). As a reaction SMILES: [O:1]1[C:5]2[CH:6]=[CH:7][CH:8]=[CH:9][C:4]=2[CH:3]=[C:2]1[CH2:10][C:11]([OH:13])=[O:12].S(=O)(=O)(O)O.[CH3:19]O>>[O:1]1[C:5]2[CH:6]=[CH:7][CH:8]=[CH:9][C:4]=2[CH:3]=[C:2]1[CH2:10][C:11]([O:13][CH3:19])=[O:12]. Procedure: Benzofarane-2-acetic acid 4 (305 g, 1.73 mol) was dissolved in methanol (1,000 ml) and concentrated sulfuric acid (20 ml). The mixture, which was originally a suspension, was stirred at reflux for 120 minutes. Half of the methanol was distilled off and a mixture consisting of water, KOH, and ethyl acetate (2,000 ml/65 g/1,000 ml) was added. After mixing well, the organic layer was allowed to separate and was isolated. The aqueous phase was extracted once more with ethyl acetate (500 ml) and the ... Starting materials: [N+](=O)([O-])C=1C=C2C(=NC=NC2=CC1)NC=C(C(=O)OCC)C(=O)OCC (diethyl [(6-nitro-4-quinazolinylamino)methylene]propanedioate), C1=CC=CC=C1 (benzene). The reagents and catalysts are [Pd] (palladium on carbon). Solvent: CN(C=O)C (N,N-dimethylformamide), [H][H] (hydrogen). Product: NC=1C=C2C(=NC=NC2=CC1)NC=C(C(=O)OCC)C(=O)OCC (diethyl [(6-amino-4-quinazolinylamino)methylene]propanedioate). RXN SMILES: [N+:1]([C:4]1[CH:5]=[C:6]2[C:11](=[CH:12][CH:13]=1)[N:10]=[CH:9][N:8]=[C:7]2[NH:14][CH:15]=[C:16]([C:22]([O:24][CH2:25][CH3:26])=[O:23])[C:17]([O:19][CH2:20][CH3:21])=[O:18])([O-])=O.C1C=CC=CC=1>CN(C)C=O.[Pd].[H][H]>[NH2:1][C:4]1[CH:5]=[C:6]2[C:11](=[CH:12][CH:13]=1)[N:10]=[CH:9][N:8]=[C:7]2[NH:14][CH:15]=[C:16]([C:22]([O:24][CH2:25][CH3:26])=[O:23])[C:17]([O:19][CH2:20][CH3:21])=[O:18]. Procedure details: A solution of diethyl [(6-nitro-4-quinazolinylamino)methylene]propanedioate (10.8 g) in N,N-dimethylformamide (325 ml) was shaken with 10% palladium on carbon (3.6 g) in hydrogen atmosphere at ambient temperature. After the absorption of hydrogen was finished, the catalyst was removed by filtration. The filtrate was concentrated under reduced pressure to give a residue, to which was added benzene. The mixture was concentrated under reduced pressure to give crude crystals of diethyl [(6-amino-4-q...